The task is: describe an organic reaction: reactants, conditions, products, and yield. This data is from the Open Reaction Database (ORD), a public repository of structured organic reaction records. Reactants: ClC1=C(C(=O)NC(COCCC2=CC(=C(C=C2)F)Cl)=N)C=C(C=N1)Cl (2,5-dichloro-N-{2-[2-(3-chloro-4-fluoro-phenyl)-ethoxy]-1-imino-ethyl}-nicotinamide), CC(C)(C)[O-].[K+] (KOtBu). Yields the product ClC1=CC2=C(N=C(NC2=O)COCCC2=CC(=C(C=C2)F)Cl)N=C1 (6-chloro-2-[2-(3-chloro-4-fluoro-phenyl)-ethoxymethyl]-3H-pyrido[2,3-d]pyrimidin-4-one). As a reaction SMILES: Cl[C:2]1[N:24]=[CH:23][C:22]([Cl:25])=[CH:21][C:3]=1[C:4]([NH:6][C:7](=[NH:20])[CH2:8][O:9][CH2:10][CH2:11][C:12]1[CH:17]=[CH:16][C:15]([F:18])=[C:14]([Cl:19])[CH:13]=1)=[O:5].CC([O-])(C)C.[K+]>>[Cl:25][C:22]1[CH:23]=[N:24][C:2]2[N:20]=[C:7]([CH2:8][O:9][CH2:10][CH2:11][C:12]3[CH:17]=[CH:16][C:15]([F:18])=[C:14]([Cl:19])[CH:13]=3)[NH:6][C:4](=[O:5])[C:3]=2[CH:21]=1 |f:1.2|. Procedure details: In analogy to the procedure described in example 78.4, 2,5-dichloro-N-{2-[2-(3-chloro-4-fluoro-phenyl)-ethoxy]-1-imino-ethyl}-nicotinamide was treated with KOtBu to obtain 6-chloro-2-[2-(3-chloro-4-fluoro-phenyl)-ethoxymethyl]-3H-pyrido[2,3-d]pyrimidin-4-one as orange crystals. MS: m/e=368.0 [M+H+]. Starting materials: NC=1C(=NC=CN1)C#N (3-amino-2-pyrazinecarbonitrile), COCOCC(=N)N (2-(methoxymethoxy)acetamidine). Procedure details: Obtained using the procedure described in section c of Example 2, starting with 12.0 g (0.10 mole) of 3-amino-2-pyrazinecarbonitrile and 18.0 g (0.15 mole) of 2-(methoxymethoxy)acetamidine in 400 ml of absolute ethanol. Refluxing time: 4 hours. Yld: 15.8 g (71%), m.p. 129°-131° C. (ethanol). As a reaction SMILES: [NH2:1][C:2]1[C:3]([C:8]#[N:9])=[N:4][CH:5]=[CH:6][N:7]=1.[CH3:10][O:11][CH2:12][O:13][CH2:14][C:15](N)=[NH:16]>C(O)C>[NH2:9][C:8]1[C:3]2[C:2](=[N:7][CH:6]=[CH:5][N:4]=2)[N:1]=[C:15]([CH2:14][O:13][CH2:12][O:11][CH3:10])[N:16]=1. The solvent is C(C)O (ethanol), C(C)O (ethanol). The product is NC1=NC(=NC2=NC=CN=C12)COCOC (4-Amino-2-(methoxymethoxymethyl)pteridine).